This data is from the Open Reaction Database (ORD), a public repository of structured organic reaction records. The task is: describe an organic reaction: reactants, conditions, products, and yield Reaction conditions: time 15 minute. Reaction SMILES: [N+:1]([C:4]1[CH:5]=[C:6]([C:10]([NH2:12])=[O:11])[CH:7]=[CH:8][CH:9]=1)([O-:3])=[O:2].[H-].[Na+].[CH3:15][CH:16]([N:18]=[C:19]=[O:20])[CH3:17]>O1CCCC1.C(OCC)(=O)C>[N+:1]([C:4]1[CH:5]=[C:6]([C:10]([NH:12][C:19]([NH:18][CH:16]([CH3:17])[CH3:15])=[O:20])=[O:11])[CH:7]=[CH:8][CH:9]=1)([O-:3])=[O:2] |f:1.2|. The reactants are [H-].[Na+] (sodium hydride), [N+](=O)([O-])C=1C=C(C=CC1)C(=O)N (3-nitrophenylcarboxamide), CC(C)N=C=O (2-propylisocyanate). The product is [N+](=O)([O-])C=1C=C(C=CC1)C(=O)NC(=O)NC(C)C (3-Nitro-N-(2-propylaminocarbonyl)phenylcarboxamide). The solvent is C(C)(=O)OCC (ethyl acetate), O1CCCC1 (tetrahydrofuran). Reported procedure: A solution of 3-nitrophenylcarboxamide (2 g) in 25 ml of dry tetrahydrofuran was cooled to 0° C. and treated with 648 mg of sodium hydride (60% oil dispersion). The reaction mixture was stirred for 15 minutes and then 2-propylisocyanate (1.48 ml) was introduced dropwise via syringe. The reaction mixture was then stirred at 0° C. overnight. The reaction mixture was diluted with 300 ml of ethyl acetate. The reaction mixture was washed with 10% citric acid solution and brine. The organic extracts w... The product is OC1=CC=2C[C@H]([C@H]3[C@@H]4CC[C@@H]([C@@]4(C)CC[C@@H]3C2C=C1)O)CCCCCCCCC(=O)NC (9-(3,17β-dihydroxyoestra-1,3,5(10)-trien-7α-yl)-N-methyl-nonanamide). Procedure: The procedure described in the last paragraph of Example 6 was repeated except that (7-N-methylcarbamoylheptyl)triphenylphosphonium bromide (prepared from 8-bromo-N-methyloctanamide and triphenylphosphine by a similar process to that described in the last part of Example 22) was used in place of (9-carboxynonyl)triphenylphosphonium bromide. The hydrogenation process described in the second paragraph of Example 6 was then repeated using the 9-(3-benzyloxy-17β-hydroxyoestra-1,3,5(10)trien-7α-yl)-N... Reaction SMILES: BrCCCCCCCC(NC)=O.C1(P(C2C=CC=CC=2)C2C=CC=CC=2)C=CC=CC=1.[Br-].C(CCCCCCCCC[P+](C1C=CC=CC=1)(C1C=CC=CC=1)C1C=CC=CC=1)(O)=O.C([O:71][C:72]1[CH:89]=[CH:88][C:87]2[C@@H:86]3[C@H:77]([C@H:78]4[C@@:82]([CH2:84][CH2:85]3)([CH3:83])[C@@H:81]([OH:90])[CH2:80][CH2:79]4)[C@H:76]([CH:91]=[CH:92][CH2:93][CH2:94][CH2:95][CH2:96][CH2:97][CH2:98][C:99]([NH:101][CH3:102])=[O:100])[CH2:75][C:74]=2[CH:73]=1)C1C=CC=CC=1>>[OH:71][C:72]1[CH:89]=[CH:88][C:87]2[C@@H:86]3[C@H:77]([C@H:78]4[C@@:82]([CH2:84][CH2:85]3)([CH3:83])[C@@H:81]([OH:90])[CH2:80][CH2:79]4)[C@H:76]([CH2:91][CH2:92][CH2:93][CH2:94][CH2:95][CH2:96][CH2:97][CH2:98][C:99]([NH:101][CH3:102])=[O:100])[CH2:75][C:74]=2[CH:73]=1 |f:2.3|. Starting materials: (7-N-methylcarbamoylheptyl)triphenylphosphonium bromide, [Br-].C(=O)(O)CCCCCCCCC[P+](C1=CC=CC=C1)(C1=CC=CC=C1)C1=CC=CC=C1 ((9-carboxynonyl)triphenylphosphonium bromide), BrCCCCCCCC(=O)NC (8-bromo-N-methyloctanamide), C1(=CC=CC=C1)P(C1=CC=CC=C1)C1=CC=CC=C1 (triphenylphosphine), C(C1=CC=CC=C1)OC1=CC=2C[C@H]([C@H]3[C@@H]4CC[C@@H]([C@@]4(C)CC[C@@H]3C2C=C1)O)C=CCCCCCCC(=O)NC (9-(3-benzyloxy-17β-hydroxyoestra-1,3,5(10)trien-7α-yl)-N-methylnon-8-enamide). Reactants: C12CCC(C=C1)C2.C(C=C)CC(=O)[O-] (5-norbornene 2-allylacetate), C(CCC)C1C2C=CC(C1)C2 (5-butylnorbornene), COC(=O)C1C2C=CC(C1)C2 (5-norbornene-2-carboxylic methylester), C1(=CC=CC=C1)C (toluene), C1(=CC=CC=C1)C (toluene). Reagents/catalysts: CC(=O)[O-].CC(=O)[O-].[Pd+2] (Pd(OAc)2). Solvent: C(C)O (ethanol), C(Cl)Cl (CH2Cl2). Run at temperature 90 celsius, time 18 hour. Yields the product C12CCC(C=C1)C2.C(C=C)CC(=O)[O-].C(CCC)C1C2C=CC(C1)C2.COC(=O)C1C2C=CC(C1)C2 (5-norbornene 2-allylacetate 5-butylnorbornene 5-norbornene-2-carboxylic methylester). As a reaction SMILES: [CH:1]12[CH2:7][CH:4]([CH:5]=[CH:6]1)[CH2:3][CH2:2]2.[CH2:8]([CH2:11][C:12]([O-:14])=[O:13])[CH:9]=[CH2:10].[CH2:15]([CH:19]1[CH2:24][CH:23]2[CH2:25][CH:20]1[CH:21]=[CH:22]2)[CH2:16][CH2:17][CH3:18].[CH3:26][O:27][C:28]([CH:30]1[CH2:35][CH:34]2[CH2:36][CH:31]1[CH:32]=[CH:33]2)=[O:29].C1(C)C=CC=CC=1>C(Cl)Cl.CC([O-])=O.CC([O-])=O.[Pd+2].C(O)C>[CH:1]12[CH2:7][CH:4]([CH:3]=[CH:2]1)[CH2:5][CH2:6]2.[CH2:8]([CH2:11][C:12]([O-:14])=[O:13])[CH:9]=[CH2:10].[CH2:15]([CH:19]1[CH2:24][CH:23]2[CH2:25][CH:20]1[CH:21]=[CH:22]2)[CH2:16][CH2:17][CH3:18].[CH3:26][O:27][C:28]([CH:30]1[CH2:35][CH:34]2[CH2:36][CH:31]1[CH:32]=[CH:33]2)=[O:29] |f:0.1,6.7.8,10.11.12.13|. Procedure details: 5-norbornene-2-allylacetate (5 mL, 30.9 mmol), 5-butylnorbornene (1.2 mL, 6.6 mmol), 5-norbornene-2-carboxylic methylester (1 mL, 6.6 mmol) and toluene (12.4 mL) were charged into a 250 mL Schlenk flask. Pd(OAc)2 (0.66 mg, 2.94 μmol) and [(Cy)3PH][(B(C6F5)4) (5.65 mg, 5.88 μmol) were dissolved in CH2Cl2 (1 mL) and added to the monomer solution. While the reaction mixture was stirred for 18 hours at 90° C., the reaction mixture became viscous. After the reaction was completed, 120 ml of toluene w... Starting materials: FC(C1=C(CN2C(=NC3=C2C=C(C=C3)O)C3=CC(=C(C(=C3)OC)OC)OC)C=CC=C1)(F)F (1-(2-trifluoromethylbenzyl)-2-(3,4,5-trimethoxyphenyl)-6-hydroxybenzimidazole), N1(CCOCC1)CCCl (2-(morpholin-4-yl)ethyl chloride). Product: FC(C1=C(CN2C(=NC3=C2C=C(C=C3)OCCN3CCOCC3)C3=CC(=C(C(=C3)OC)OC)OC)C=CC=C1)(F)F (1-(2-trifluoromethylbenzyl)-2-(3,4,5-trimethoxyphenyl)-6-[2-(morpholin-4-yl)ethoxy]benzimidazole). As a reaction SMILES: [F:1][C:2]([F:33])([F:32])[C:3]1[CH:31]=[CH:30][CH:29]=[CH:28][C:4]=1[CH2:5][N:6]1[C:10]2[CH:11]=[C:12]([OH:15])[CH:13]=[CH:14][C:9]=2[N:8]=[C:7]1[C:16]1[CH:21]=[C:20]([O:22][CH3:23])[C:19]([O:24][CH3:25])=[C:18]([O:26][CH3:27])[CH:17]=1.[N:34]1([CH2:40][CH2:41]Cl)[CH2:39][CH2:38][O:37][CH2:36][CH2:35]1>>[F:33][C:2]([F:1])([F:32])[C:3]1[CH:31]=[CH:30][CH:29]=[CH:28][C:4]=1[CH2:5][N:6]1[C:10]2[CH:11]=[C:12]([O:15][CH2:41][CH2:40][N:34]3[CH2:39][CH2:38][O:37][CH2:36][CH2:35]3)[CH:13]=[CH:14][C:9]=2[N:8]=[C:7]1[C:16]1[CH:17]=[C:18]([O:26][CH3:27])[C:19]([O:24][CH3:25])=[C:20]([O:22][CH3:23])[CH:21]=1. Procedure: The title compound was prepared by reacting the compound of Example 104 with 2-(morpholin-4-yl)ethyl chloride essentially as previously described. mp 175° C., NMR, IR, MS 572.